The task is: describe an organic reaction: reactants, conditions, products, and yield. This data is from the Open Reaction Database (ORD), a public repository of structured organic reaction records. Reactants: C[Al](C)C, COC(=O)c1ccc(C2OCC(SC(C)C(O)(Cn3cncn3)c3ccc(F)cc3F)CO2)cc1, Nc1ccc(SC(F)(F)F)cc1. The product is CC(SC1COC(c2ccc(C(=O)Nc3ccc(SC(F)(F)F)cc3)cc2)OC1)C(O)(Cn1cncn1)c1ccc(F)cc1F. RXN SMILES: [CH3:13][Al:14]([CH3:15])[CH3:16].[F:17][c:18]1[c:19]([C:25]([CH:26]([CH3:27])[S:28][CH:29]2[CH2:30][O:31][CH:32]([c:35]3[cH:36][cH:37][c:38]([C:39](=[O:40])[O:41][CH3:42])[cH:43][cH:44]3)[O:33][CH2:34]2)([CH2:45][n:46]2[n:47][cH:48][n:49][cH:50]2)[OH:51])[cH:20][cH:21][c:22]([F:24])[cH:23]1.[F:1][C:2]([S:3][c:4]1[cH:5][cH:6][c:7]([NH2:8])[cH:9][cH:10]1)([F:11])[F:12]>>[F:1][C:2]([S:3][c:4]1[cH:5][cH:6][c:7]([NH:8][C:39]([c:38]2[cH:37][cH:36][c:35]([CH:32]3[O:31][CH2:30][CH:29]([S:28][CH:26]([C:25]([c:19]4[c:18]([F:17])[cH:23][c:22]([F:24])[cH:21][cH:20]4)([CH2:45][n:46]4[n:47][cH:48][n:49][cH:50]4)[OH:51])[CH3:27])[CH2:34][O:33]3)[cH:44][cH:43]2)=[O:40])[cH:9][cH:10]1)([F:11])[F:12]. Starting materials: CCCCCCCCCCCCC#CC#CCCCCCCCCC(=O)O, CO, ClC(Cl)Cl, O=S(=O)(O)O. Yields the product CCCCCCCCCCCCC#CC#CCCCCCCCCC(=O)OC. Reaction SMILES: [C:1]([CH2:2][CH2:3][CH2:4][CH2:5][CH2:6][CH2:7][CH2:8][CH2:9][C:10]#[C:11][C:12]#[C:13][CH2:14][CH2:15][CH2:16][CH2:17][CH2:18][CH2:19][CH2:20][CH2:21][CH2:22][CH2:23][CH2:24][CH3:25])(=[O:26])[OH:27].[CH3:28][OH:29].[CH:35]([Cl:36])([Cl:37])[Cl:38].[S:30](=[O:31])(=[O:32])([OH:33])[OH:34]>>[C:1]([CH2:2][CH2:3][CH2:4][CH2:5][CH2:6][CH2:7][CH2:8][CH2:9][C:10]#[C:11][C:12]#[C:13][CH2:14][CH2:15][CH2:16][CH2:17][CH2:18][CH2:19][CH2:20][CH2:21][CH2:22][CH2:23][CH2:24][CH3:25])(=[O:26])[O:27][CH3:28]. Reactants: CC(C)(C)C1CCC(N)CC1, CCOC(C)=O, Clc1ncc(CCc2cccnc2)c2ccccc12, [Na+], O=C([O-])O. Yields the product CC(C)(C)C1CCC(Nc2ncc(CCc3cccnc3)c3ccccc23)CC1. RXN SMILES: [C:20]([CH3:21])([CH3:22])([CH3:23])[CH:24]1[CH2:25][CH2:26][CH:27]([NH2:30])[CH2:28][CH2:29]1.[CH3:31][CH2:32][O:33][C:34]([CH3:35])=[O:36].[Cl:1][c:2]1[n:3][cH:4][c:5]([CH2:12][CH2:13][c:14]2[cH:15][n:16][cH:17][cH:18][cH:19]2)[c:6]2[cH:7][cH:8][cH:9][cH:10][c:11]12.[Na+:41].[O-:37][C:38]([OH:39])=[O:40]>>[c:2]1([NH:30][CH:27]2[CH2:26][CH2:25][CH:24]([C:20]([CH3:21])([CH3:22])[CH3:23])[CH2:29][CH2:28]2)[n:3][cH:4][c:5]([CH2:12][CH2:13][c:14]2[cH:15][n:16][cH:17][cH:18][cH:19]2)[c:6]2[cH:7][cH:8][cH:9][cH:10][c:11]12. Starting materials: [BH4-], O=C1CCC2CN(Cc3ccccc3)CC12, CO, [Na+]. The product is OC1CCC2CN(Cc3ccccc3)CC12. As a reaction SMILES: [BH4-:17].[CH2:1]([c:2]1[cH:3][cH:4][cH:5][cH:6][cH:7]1)[N:8]1[CH2:9][CH:10]2[CH:11]([CH2:12]1)[C:13](=[O:16])[CH2:14][CH2:15]2.[CH3:19][OH:20].[Na+:18]>>[CH2:1]([c:2]1[cH:3][cH:4][cH:5][cH:6][cH:7]1)[N:8]1[CH2:9][CH:10]2[CH:11]([CH2:12]1)[CH:13]([OH:16])[CH2:14][CH2:15]2. The reactants are C(C)(C)(C)NCCC(=O)N (3-(tert-butylamino)propanamide), CN(C)C(=[N+](C)C)ON1C2=C(C=CC=C2)N=N1.[B-](F)(F)(F)F (TBTU), CCN(C(C)C)C(C)C (DIEA), C1(CC1)COC1=C(C=CC(=N1)C(=O)O)N1CC(C1)(F)F (6-cyclopropylmethoxy-5-(3,3-difluoro-azetidin-1-yl)-pyridine-2-carboxylic acid). Product: C(C)(C)(C)N(C(=O)C1=NC(=C(C=C1)N1CC(C1)(F)F)OCC1CC1)CCC(N)=O (6-Cyclopropylmethoxy-5-(3,3-difluoro-azetidin-1-yl)-pyridine-2-carboxylic acid tert-butyl-(2-carbamoyl-ethyl)-amide). RXN SMILES: [CH:1]1([CH2:4][O:5][C:6]2[N:11]=[C:10]([C:12]([OH:14])=O)[CH:9]=[CH:8][C:7]=2[N:15]2[CH2:18][C:17]([F:20])([F:19])[CH2:16]2)[CH2:3][CH2:2]1.[C:21]([NH:25][CH2:26][CH2:27][C:28]([NH2:30])=[O:29])([CH3:24])([CH3:23])[CH3:22].CN(C(ON1N=NC2C=CC=CC1=2)=[N+](C)C)C.[B-](F)(F)(F)F.CCN(C(C)C)C(C)C>>[C:21]([N:25]([CH2:26][CH2:27][C:28](=[O:29])[NH2:30])[C:12]([C:10]1[CH:9]=[CH:8][C:7]([N:15]2[CH2:18][C:17]([F:20])([F:19])[CH2:16]2)=[C:6]([O:5][CH2:4][CH:1]2[CH2:2][CH2:3]2)[N:11]=1)=[O:14])([CH3:24])([CH3:23])[CH3:22] |f:2.3|. Reported procedure: In analogy to the procedure described in Example 47 b), 6-cyclopropylmethoxy-5-(3,3-difluoro-azetidin-1-yl)-pyridine-2-carboxylic acid (Example 1 b)) was reacted with 3-(tert-butylamino)propanamide (289656-97-9) in the presence of TBTU and DIEA to obtain the title compound as colorless oil; MS (EI): m/e=411.6 [MH+]. The reactants are CC(=CC(CO)NC(=O)OC(C)(C)C)CCCP(=O)(OC(C)C)OC(C)C, CCOC(C)=O, CC(C)=O, CC(C)O, [Cl-], [Na+], O=[Cr](=O)=O, O=S(=O)(O)O. Yields the product CC(=CC(NC(=O)OC(C)(C)C)C(=O)O)CCCP(=O)(OC(C)C)OC(C)C. As a reaction SMILES: [C:1]([CH3:2])([CH3:3])([CH3:4])[O:5][C:6]([NH:7][CH:8]([CH2:9][OH:10])[CH:11]=[C:12]([CH2:13][CH2:14][CH2:15][P:16](=[O:17])([O:18][CH:19]([CH3:20])[CH3:21])[O:22][CH:23]([CH3:24])[CH3:25])[CH3:26])=[O:27].[CH3:32][CH2:33][O:34][C:35](=[O:36])[CH3:37].[CH3:49][C:50](=[O:51])[CH3:52].[CH:28]([CH3:29])([CH3:30])[OH:31].[Cl-:39].[Na+:38].[O:40]=[Cr:41](=[O:42])=[O:43].[S:44](=[O:45])(=[O:46])([OH:47])[OH:48]>>[C:1]([CH3:2])([CH3:3])([CH3:4])[O:5][C:6]([NH:7][CH:8]([C:9](=[O:10])[OH:31])[CH:11]=[C:12]([CH2:13][CH2:14][CH2:15][P:16](=[O:17])([O:18][CH:19]([CH3:20])[CH3:21])[O:22][CH:23]([CH3:24])[CH3:25])[CH3:26])=[O:27]. The reactants are [N+](=O)([O-])C1=C(C=CC=C1)S (2-nitrothiophenol), ClCC(C)O (1-chloro-2-propanol), [OH-].[Na+] (sodium hydroxide). Run in O (water). Yields the product OC(CSC1=C(C=CC=C1)[N+](=O)[O-])C (2-(β-hydroxypropylthio)nitrobenzene). The yield is 94.8%. As a reaction SMILES: [N+:1]([C:4]1[CH:9]=[CH:8][CH:7]=[CH:6][C:5]=1[SH:10])([O-:3])=[O:2].Cl[CH2:12][CH:13]([OH:15])[CH3:14].[OH-].[Na+]>O>[OH:15][CH:13]([CH3:14])[CH2:12][S:10][C:5]1[CH:6]=[CH:7][CH:8]=[CH:9][C:4]=1[N+:1]([O-:3])=[O:2] |f:2.3|. Procedure: In accordance with Reaction I of Example 1, 15.5 g. (0.1 mole) of 2-nitrothiophenol, 11.34 g. (0.12 mole) of 1-chloro-2-propanol, 4.0 g. (0.1 mole) of sodium hydroxide and 150 ml. of water were used for the reaction and an oily product was extracted with benzene after the reaction and benzene was distilled off after a dehydration to obtain 20.2 g. of blackish brawn liquid 2-(β-hydroxypropylthio)nitrobenzene (yield of 94.8%).